This data is from the Open Reaction Database (ORD), a public repository of structured organic reaction records. The task is: describe an organic reaction: reactants, conditions, products, and yield The reactants are [Cl-].[NH4+] (ammonium chloride), [H-].C(C(C)C)[Al+]CC(C)C (Diisobutylaluminium hydride), COC1=NC2=CC(=C(C(=C2N=C1OC)C(=O)OC)C)C (2,3-dimethoxy-6,7-dimethyl-5-(methoxycarbonyl)quinoxaline), [H-].C(C(C)C)[Al+]CC(C)C (diisobutylaluminium hydride). Solvent: ClCCl (dichloromethane). Conditions: time 1 hour. The product is COC1=NC2=CC(=C(C(=C2N=C1OC)CO)C)C (2,3-dimethoxy-6,7-dimethyl-5-hydroxymethyl quinoxaline). The yield is 27.8%. RXN SMILES: [H-].C([Al+]CC(C)C)C(C)C.[CH3:11][O:12][C:13]1[C:22]([O:23][CH3:24])=[N:21][C:20]2[C:15](=[CH:16][C:17]([CH3:30])=[C:18]([CH3:29])[C:19]=2[C:25](OC)=[O:26])[N:14]=1.[Cl-].[NH4+]>ClCCl>[CH3:11][O:12][C:13]1[C:22]([O:23][CH3:24])=[N:21][C:20]2[C:15](=[CH:16][C:17]([CH3:30])=[C:18]([CH3:29])[C:19]=2[CH2:25][OH:26])[N:14]=1 |f:0.1,3.4|. Procedure details: Diisobutylaluminium hydride (19.9 mL, 1M in dichloromethane, 19.9 mmol) was added dropwise over 30 minutes to a stirred solution of 2,3-dimethoxy-6,7-dimethyl-5-(methoxycarbonyl)quinoxaline (5.0 g, 18.1 mmol) in dry dichloromethane (300 mL) under nitrogen at -90° C. After 1 hour, another portion of diisobutylaluminium hydride (19.9 mL) was added, and the mixture was stirred for a further 1.5 hours. Saturated aqueous ammonium chloride (100 mL) was added, and the mixture was allow to warm to room ... Reactants: CCN=C=NCCCN(C)C, CC#N, COc1ccc(CN(c2ccc(C)cn2)c2cc(Cl)nn3c(C(=O)O)cnc23)cc1, Cl, Nc1ccncc1, On1nnc2ccccc21. Product: COc1ccc(CN(c2ccc(C)cn2)c2cc(Cl)nn3c(C(=O)Nc4ccncc4)cnc23)cc1. Reaction SMILES: [CH3:32][N:33]([CH3:34])[CH2:35][CH2:36][CH2:37][N:38]=[C:39]=[N:40][CH2:41][CH3:42].[CH3:60][C:61]#[N:62].[Cl:1][c:2]1[cH:3][c:4]([N:14]([c:15]2[n:16][cH:17][c:18]([CH3:21])[cH:19][cH:20]2)[CH2:22][c:23]2[cH:24][cH:25][c:26]([O:29][CH3:30])[cH:27][cH:28]2)[c:5]2[n:6]([n:7]1)[c:8]([C:11](=[O:12])[OH:13])[cH:9][n:10]2.[ClH:31].[NH2:53][c:54]1[cH:55][cH:56][n:57][cH:58][cH:59]1.[OH:43][n:44]1[c:45]2[cH:46][cH:47][cH:48][cH:49][c:50]2[n:51][n:52]1>>[Cl:1][c:2]1[cH:3][c:4]([N:14]([c:15]2[n:16][cH:17][c:18]([CH3:21])[cH:19][cH:20]2)[CH2:22][c:23]2[cH:24][cH:25][c:26]([O:29][CH3:30])[cH:27][cH:28]2)[c:5]2[n:6]([n:7]1)[c:8]([C:11](=[O:13])[NH:53][c:54]1[cH:55][cH:56][n:57][cH:58][cH:59]1)[cH:9][n:10]2. Starting materials: [Na+].[Na+].CC1(C(=[N+](C2=CC=C(C=C12)S(=O)(=O)O)CCCS(=O)(=O)O)\C=C\C=C\NC1=CC=CC=C1)CCCS(=O)(=O)O (3-methyl-2-((1E,3E)-4-phenylamino-buta-1,3-dienyl)-5-sulfo-1,3-bis-(3-sulfo-propyl)-3H-indolium disodium salt), [Na].C(=O)(O)CCCC1(C(=[N+](C2=CC=C(C=C12)S(=O)(=O)[O-])CCCS(=O)(=O)O)C)C (3-(3-Carboxypropyl)-2,3-dimethyl-5-sulfonato-1-(3-sulfopropyl)-3H-indolium sodium salt), CCOCC (ether), N1=CC=CC=C1 (pyridine). Solvent: C(C)(=O)O (acetic acid), C(C)(=O)OC(C)=O (acetic anhydride). The product is [Na+].[Na+].[Na+].[Na+].C(=O)(O)CCCC1(/C(/N(C2=CC=C(C=C12)S(=O)(=O)O)CCCS(=O)(=O)O)=C\C=C\C=C\C1=[N+](C2=CC=C(C=C2C1(CCCS(=O)(=O)O)C)S(=O)(=O)O)CCCS(=O)(=O)O)C (2-{(1E,3E)-5-[3-(3-carboxy-propyl)-3-methyl-5-sulfo-1-(3-sulfo-propyl)-1,3-dihydro-indole-(2E)-ylidene]-penta-1,3-dienyl}-3-methyl-5-sulfo-1,3-bis-(3-sulfo-propyl)-3 H-indolium tetrasodium salt). Reaction SMILES: [Na+:1].[Na+].[CH3:3][C:4]1([CH2:35][CH2:36][CH2:37][S:38]([OH:41])(=[O:40])=[O:39])[C:12]2[C:7](=[CH:8][CH:9]=[C:10]([S:13]([OH:16])(=[O:15])=[O:14])[CH:11]=2)[N+:6]([CH2:17][CH2:18][CH2:19][S:20]([OH:23])(=[O:22])=[O:21])=[C:5]1/[CH:24]=[CH:25]/[CH:26]=[CH:27]/NC1C=CC=CC=1.[Na].[C:43]([CH2:46][CH2:47][CH2:48][C:49]1([CH3:70])[C:57]2[C:52](=[CH:53][CH:54]=[C:55]([S:58]([O-:61])(=[O:60])=[O:59])[CH:56]=2)[N+:51]([CH2:62][CH2:63][CH2:64][S:65]([OH:68])(=[O:67])=[O:66])=[C:50]1[CH3:69])([OH:45])=[O:44].N1C=CC=CC=1.CCOCC>C(O)(=O)C.C(OC(=O)C)(=O)C>[Na+:1].[Na+:1].[Na+:1].[Na+:1].[C:43]([CH2:46][CH2:47][CH2:48][C:49]1([CH3:70])[C:57]2[C:52](=[CH:53][CH:54]=[C:55]([S:58]([OH:61])(=[O:60])=[O:59])[CH:56]=2)[N:51]([CH2:62][CH2:63][CH2:64][S:65]([OH:68])(=[O:66])=[O:67])/[C:50]/1=[CH:69]/[CH:27]=[CH:26]/[CH:25]=[CH:24]/[C:5]1[C:4]([CH3:3])([CH2:35][CH2:36][CH2:37][S:38]([OH:41])(=[O:39])=[O:40])[C:12]2[C:7](=[CH:8][CH:9]=[C:10]([S:13]([OH:16])(=[O:15])=[O:14])[CH:11]=2)[N+:6]=1[CH2:17][CH2:18][CH2:19][S:20]([OH:23])(=[O:21])=[O:22])([OH:45])=[O:44] |f:0.1.2,3.4,9.10.11.12.13,^1:41|. Procedure: 642 mg (1 mmol) 3-methyl-2-((1E,3E)-4-phenylamino-buta-1,3-dienyl)-5-sulfo-1,3-bis-(3-sulfo-propyl)-3H-indolium disodium salt and 483 mg (1 mmol) 3-(3-Carboxypropyl)-2,3-dimethyl-5-sulfonato-1-(3-sulfopropyl)-3H-indolium sodium salt were dissolved in a mixture of 10 ml acetic acid and 10 ml acetic anhydride. Five ml pyridine was added. The solution was stirred under reflux for 15 min. Twenty ml ether was added after cooling to room temperature. The obtained precipitate (mixture of the diastereom... Reactants: ice water, 15, FC1=CC=C(C=C1)C(O)C=1C=NC=CC1 (α-(4-fluorophenyl)-3pyridinemethanol), [OH-].[Na+] (sodium hydroxide), BrCCCCl (1-bromo-3chloropropane), BrCCCCl (1-bromo-3chloropropane). The reagents and catalysts are [Cl-].C(C)[N+](CC1=CC=CC=C1)(CC)CC (N,N,N-triethylbenzenemethanaminium chloride). Run in CC1=CC=CC=C1 (methylbenzene). Run at time 4 hour. The product is mixture, ClCCCOC(C=1C=NC=CC1)C1=CC=C(C=C1)F (3-[(3-chloropropoxy)(4-fluorophenyl)methyl]pyridine), Cl.ClCCCOC(C=1C=NC=CC1)C1=CC=C(C=C1)F (3-[(3-chloropropoxy)(4-fluorophenyl)methyl]pyridine monohydrochloride). Isolated yield 45.0%. As a reaction SMILES: [F:1][C:2]1[CH:7]=[CH:6][C:5]([CH:8]([C:10]2[CH:11]=[N:12][CH:13]=[CH:14][CH:15]=2)[OH:9])=[CH:4][CH:3]=1.[OH-].[Na+].Br[CH2:19][CH2:20][CH2:21][Cl:22]>[Cl-].C([N+](CC)(CC)CC1C=CC=CC=1)C.CC1C=CC=CC=1>[Cl:22][CH2:21][CH2:20][CH2:19][O:9][CH:8]([C:5]1[CH:4]=[CH:3][C:2]([F:1])=[CH:7][CH:6]=1)[C:10]1[CH:11]=[N:12][CH:13]=[CH:14][CH:15]=1.[ClH:22].[Cl:22][CH2:21][CH2:20][CH2:19][O:9][CH:8]([C:5]1[CH:4]=[CH:3][C:2]([F:1])=[CH:7][CH:6]=1)[C:10]1[CH:11]=[N:12][CH:13]=[CH:14][CH:15]=1 |f:1.2,4.5,8.9|. Procedure details: To a stirred and heated (50° C.) mixture of 15 parts of α-(4-fluorophenyl)-3pyridinemethanol, 3.4 parts of N,N,N-triethylbenzenemethanaminium chloride, 50 parts of a sodium hydroxide solution 50% and 135 parts of methylbenzene were added dropwise 10 parts of 1-bromo-3chloropropane. Upon complete addition, stirring was continued for 4 hours. Another portion of 5 parts of 1-bromo-3chloropropane were added and the whole was stirred for 4 hours at 50° C. After cooling to room temperature, the reacti... Reactants: C(C1=CC=CC=C1)N1CC(OCC1)C=C1C2=C(C=CC3=C1C=CC=C3)C=CC=C2 (5-(4-benzylmorpholin-2-yl)methylidene-5H-dibenzo[a,d]cycloheptene). Reaction conditions: time 8 hour. Product: N1CC(OCC1)C=C1C2=C(CCC3=C1C=CC=C3)C=CC=C2 (5-(morpholin-2-yl)methylidene-10,11-dihydro-5H-dibenzo[a,d]cycloheptene). Reagents/catalysts: [Pd] (palladium on charcoal). Procedure details: A solution of 5-(4-benzylmorpholin-2-yl)methylidene-5H-dibenzo[a,d]cycloheptene (0.32 g) in acetic acid was added to 10% palladium on charcoal (90 mg) pretreated under hydrogen in hydrochloric acid, and the resulting mixture was stirred under hydrogen at room temperature for 8 hours. After elimination of the catalyst by filtration, the filtrate was evaporated. The residue was neutralized with 10% aqueous sodium hydroxide solution and extracted with chloroform. The chloroform extract was washed w... RXN SMILES: C([N:8]1[CH2:13][CH2:12][O:11][CH:10]([CH:14]=[C:15]2[C:21]3[CH:22]=[CH:23][CH:24]=[CH:25][C:20]=3[CH:19]=[CH:18][C:17]3[CH:26]=[CH:27][CH:28]=[CH:29][C:16]2=3)[CH2:9]1)C1C=CC=CC=1>C(O)(=O)C.[Pd].Cl>[NH:8]1[CH2:13][CH2:12][O:11][CH:10]([CH:14]=[C:15]2[C:21]3[CH:22]=[CH:23][CH:24]=[CH:25][C:20]=3[CH2:19][CH2:18][C:17]3[CH:26]=[CH:27][CH:28]=[CH:29][C:16]2=3)[CH2:9]1. The solvent is C(C)(=O)O (acetic acid), Cl (hydrochloric acid). Starting materials: C(C)(C)(C)OC(=O)N1CC2=CC=C(C=C2C1)I (5-iodo-1,3-dihydro-isoindole-2-carboxylic acid tert-butyl ester), S1(CCNCC1)(=O)=O (tetrahydro-2H-1,4-thiazine 1,1-dioxide). The product is C(C)(C)(C)OC(=O)N1CC2=CC=C(C=C2C1)N1CCS(CC1)(=O)=O (5-(1,1-Dioxo-1-thiomorpholin-4-yl)-1,3-dihydro-isoindole-2-carboxylic acid tert-butyl ester). As a reaction SMILES: [C:1]([O:5][C:6]([N:8]1[CH2:16][C:15]2[C:10](=[CH:11][CH:12]=[C:13](I)[CH:14]=2)[CH2:9]1)=[O:7])([CH3:4])([CH3:3])[CH3:2].[S:18]1(=[O:25])(=[O:24])[CH2:23][CH2:22][NH:21][CH2:20][CH2:19]1>>[C:1]([O:5][C:6]([N:8]1[CH2:16][C:15]2[C:10](=[CH:11][CH:12]=[C:13]([N:21]3[CH2:22][CH2:23][S:18](=[O:25])(=[O:24])[CH2:19][CH2:20]3)[CH:14]=2)[CH2:9]1)=[O:7])([CH3:4])([CH3:3])[CH3:2]. Procedure details: Prepared in analogy to Example A3(d) from 5-iodo-1,3-dihydro-isoindole-2-carboxylic acid tert-butyl ester (Example A38(b)) and tetrahydro-2H-1,4-thiazine 1,1-dioxide. Brown solid. MS (m/e): 353.0 ([M+H]+, 100%). Product: C(C1=CC=CC=C1)N(CCC1=CC=C(C=C1)C1=CC(=C(C=C1)C(=O)OC)[N+](=O)[O-])C(=O)OC(C)(C)C (methyl 4′-[2-[benzyl(tert-butoxycarbonyl)amino]ethyl]-3-nitro-4-biphenylcarboxylate). Run in O1CCOCC1 (1,4-dioxane), C(C)(=O)OCC (ethyl acetate). Starting materials: ClC1=CC(=C(C(=O)OC)C=C1)[N+](=O)[O-] (methyl 4-chloro-2-nitrobenzoate), C(C1=CC=CC=C1)N(CCC1=CC=C(C=C1)B(O)O)C(=O)OC(C)(C)C ([4-[2-[benzyl(tert-butoxycarbonyl)amino]ethyl]-phenyl]boronic acid), C([O-])([O-])=O.[Cs+].[Cs+] (cesium carbonate), [F-].[K+] (potassium fluoride), C(C)(C)(C)P(C(C)(C)C)C(C)(C)C (tri-tert-butylphosphine). Reported procedure: To a solution of methyl 4-chloro-2-nitrobenzoate (3.81 g) and [4-[2-[benzyl(tert-butoxycarbonyl)amino]ethyl]-phenyl]boronic acid (6.91 g) in 1,4-dioxane (76 ml) were added cesium carbonate (8.64 g), potassium fluoride (3.08 g), tri-tert-butylphosphine (1.1 ml) and tris(dibenzylideneacetone)dipalladium(0) (1.62 g) under nitrogen at room temperature and then stirred at 80° C. for 3 hours. The mixture was diluted with ethyl acetate, filtrated through silica gel pad and evaporated. The residue was p... Reagents/catalysts: C=1C=CC(=CC1)/C=C/C(=O)/C=C/C2=CC=CC=C2.C=1C=CC(=CC1)/C=C/C(=O)/C=C/C2=CC=CC=C2.C=1C=CC(=CC1)/C=C/C(=O)/C=C/C2=CC=CC=C2.[Pd].[Pd] (tris(dibenzylideneacetone)dipalladium(0)). Conditions: temperature 80 celsius, time 3 hour. RXN SMILES: Cl[C:2]1[CH:11]=[CH:10][C:5]([C:6]([O:8][CH3:9])=[O:7])=[C:4]([N+:12]([O-:14])=[O:13])[CH:3]=1.[CH2:15]([N:22]([C:34]([O:36][C:37]([CH3:40])([CH3:39])[CH3:38])=[O:35])[CH2:23][CH2:24][C:25]1[CH:30]=[CH:29][C:28](B(O)O)=[CH:27][CH:26]=1)[C:16]1[CH:21]=[CH:20][CH:19]=[CH:18][CH:17]=1.C(=O)([O-])[O-].[Cs+].[Cs+].[F-].[K+].C(P(C(C)(C)C)C(C)(C)C)(C)(C)C>O1CCOCC1.C(OCC)(=O)C.C1C=CC(/C=C/C(/C=C/C2C=CC=CC=2)=O)=CC=1.C1C=CC(/C=C/C(/C=C/C2C=CC=CC=2)=O)=CC=1.C1C=CC(/C=C/C(/C=C/C2C=CC=CC=2)=O)=CC=1.[Pd].[Pd]>[CH2:15]([N:22]([C:34]([O:36][C:37]([CH3:40])([CH3:39])[CH3:38])=[O:35])[CH2:23][CH2:24][C:25]1[CH:30]=[CH:29][C:28]([C:2]2[CH:11]=[CH:10][C:5]([C:6]([O:8][CH3:9])=[O:7])=[C:4]([N+:12]([O-:14])=[O:13])[CH:3]=2)=[CH:27][CH:26]=1)[C:16]1[CH:17]=[CH:18][CH:19]=[CH:20][CH:21]=1 |f:2.3.4,5.6,10.11.12.13.14|. The yield is 39.3%.